Dataset: the Open Reaction Database (ORD), a public repository of structured organic reaction records. Task: describe an organic reaction: reactants, conditions, products, and yield Reactants: [Br-].BrC=1C=C(C[P+](C2=CC=CC=C2)(C2=CC=CC=C2)C2=CC=CC=C2)C=CC1 (3-bromobenzyltriphenylphosphonium bromide), [H-].[Na+] (sodium hydride), C1(=CC=CC=C1)C (toluene), BrC=1C=C(CC(=O)CC2=CC(=CC=C2)Br)C=CC1 (bis(3-bromobenzyl)ketone), C1(=CC=CC=C1)C (toluene). Reaction conditions: temperature 80 celsius, time 3 hour. Product: BrC=1C=C(CC(=CCC2=CC(=CC=C2)Br)CC2=CC(=CC=C2)Br)C=CC1 (1,1,2-Tris(3-bromobenzyl)ethene). Reaction SMILES: [Br-].[Br:2][C:3]1[CH:4]=[C:5]([CH:26]=[CH:27][CH:28]=1)[CH2:6][P+](C1C=CC=CC=1)(C1C=CC=CC=1)C1C=CC=CC=1.[H-].[Na+].[Br:31][C:32]1[CH:33]=[C:34]([CH:46]=[CH:47][CH:48]=1)[CH2:35][C:36]([CH2:38][C:39]1[CH:44]=[CH:43][CH:42]=[C:41]([Br:45])[CH:40]=1)=O.[C:49]1(C)C=CC=CC=1>>[Br:31][C:32]1[CH:33]=[C:34]([CH:46]=[CH:47][CH:48]=1)[CH2:35][C:36]([CH2:38][C:39]1[CH:44]=[CH:43][CH:42]=[C:41]([Br:45])[CH:40]=1)=[CH:49][CH2:6][C:5]1[CH:26]=[CH:27][CH:28]=[C:3]([Br:2])[CH:4]=1 |f:0.1,2.3|. Procedure: 164.2 g (320 mmol) of 3-bromobenzyltriphenylphosphonium bromide were added to a suspension of 7.2 g (300 mmol) of sodium hydride in 2000 ml of toluene. This mixture was stirred at 80° C. for 3 h. A solution of 110.4 g (300 mmol) of bis(3-bromobenzyl)ketone in 500 ml of toluene was subsequently added dropwise, and the mixture was stirred at 80° C. for a further 48 h. After the reaction mixture had been cooled, the precipitate formed was filtered off with suction. The precipitate was washed with 1... Yields the product COc1cccc2c(=O)c3ccc(SC)cc3oc12. Reaction SMILES: [CH3:19][S-:20].[CH3:23][N:24]([CH3:25])[CH:26]=[O:27].[Cl:1][c:2]1[cH:3][cH:4][c:5]2[c:6](=[O:18])[c:7]3[cH:8][cH:9][cH:10][c:11]([O:16][CH3:17])[c:12]3[o:13][c:14]2[cH:15]1.[Na+:21].[OH2:22]>>[c:2]1([S:20][CH3:19])[cH:3][cH:4][c:5]2[c:6](=[O:18])[c:7]3[cH:8][cH:9][cH:10][c:11]([O:16][CH3:17])[c:12]3[o:13][c:14]2[cH:15]1. Reactants: C[S-], CN(C)C=O, COc1cccc2c(=O)c3ccc(Cl)cc3oc12, [Na+], O.